From a dataset of the Open Reaction Database (ORD), a public repository of structured organic reaction records. describe an organic reaction: reactants, conditions, products, and yield Starting materials: NC1=C(C=CC=C1C(N)=O)NC(=O)C1=CC=C(CC2CCN(CC2)C(=O)OC(C)(C)C)C=C1 (tert-butyl 4-(4-(2-amino-3-carbamoylphenylcarbamoyl)benzyl)piperidine-1-carboxylate). Run in C(C)(=O)O (acetic acid). Conditions: time 2 hour. The product is N1CCC(CC1)CC1=CC=C(C=C1)C1=NC2=C(N1)C=CC=C2C(=O)N (2-(4-piperidin-4-ylmethylphenyl)-1H-benzimidazole-4-carboxamide). As a reaction SMILES: [NH2:1][C:2]1[C:7]([C:8](=[O:10])[NH2:9])=[CH:6][CH:5]=[CH:4][C:3]=1[NH:11][C:12]([C:14]1[CH:33]=[CH:32][C:17]([CH2:18][CH:19]2[CH2:24][CH2:23][N:22](C(OC(C)(C)C)=O)[CH2:21][CH2:20]2)=[CH:16][CH:15]=1)=O>C(O)(=O)C>[NH:22]1[CH2:21][CH2:20][CH:19]([CH2:18][C:17]2[CH:16]=[CH:15][C:14]([C:12]3[NH:11][C:3]4[CH:4]=[CH:5][CH:6]=[C:7]([C:8]([NH2:9])=[O:10])[C:2]=4[N:1]=3)=[CH:33][CH:32]=2)[CH2:24][CH2:23]1. Procedure: A suspension of EXAMPLE 20A in acetic acid at reflux was stirred for 2 hours, cooled and concentrated. The concentrate was dissolved in ethyl acetate, washed with sodium bicarbonate and water and concentrated. The concentrate was flash chromatographed on silica gel with 20% Methanol/ethyl acetate. 1H NMR (DMSO-d6) δ 1.27-1.44 (m, 2H), 1.75 (d, J=13.20 Hz, 2H), 1.82-1.97 (m, 1H), 2.65 (d, J=7.06 Hz, 2H), 2.76-2.92 (m, 2H), 3.26 (d, J=12.89 Hz, 2H), 7.35 (t, J=7.83 Hz, 1H), 7.42 (d, J=8.29 Hz, 2H)... Procedure details: By substituting 4-hydrazino-1-furfurylpyrazolo[3,4-b]pyridine-5-carboxylic acid, ethyl ester for the 1-ethyl-4-hydrazino-1H-pyrazolo[3,4-b]pyridine-5-carboxylic acid, ethyl ester in Example 1(a) and proceeding as in parts (a) and (b), 8-furfuryl-2-methyl-4H-pyrazolo[1,5-a]pyrazolo[4',3':5,6]pyrido[3,4-e]pyrimidin-5(8H)-one is obtained. This compound is now processed as in Example 1, part (c), substituting bromobenzene for the methyl iodide. A small amount of copper catalyst is added to obtain 1-... The reactants are N(N)C1=C2C(=NC=C1C(=O)OCC)N(N=C2)CC2=CC=CO2 (4-hydrazino-1-furfurylpyrazolo[3,4-b]pyridine-5-carboxylic acid, ethyl ester), C(C)N1N=CC2=C1N=CC=1C(NC=3N(C12)N=C(C3)C)=O (8-ethyl-2-methyl-4H-pyrazolo[1,5-a]pyrazolo[4',3':5,6]-pyrido[3,4-e]pyrimidin-5(8H)-one), C(C)N1N=CC=2C1=NC=C(C2NN)C(=O)OCC (1-ethyl-4-hydrazino-1H-pyrazolo[3,4-b]pyridine-5-carboxylic acid, ethyl ester), C(C1=CC=CO1)N1C(C=C2N1C1=C(C(N2C2=CC=CC=C2)=O)C=NC2=C1C=NN2)C (1-Furfuryl-2-methyl-4-phenyl-4H-pyrazolo[1,5-a]pyrazolo[4',3':5,6]pyrido[3,4-e]pyrimidin-5(8H)-one). Reaction SMILES: [NH:1]([C:3]1[C:8]([C:9]([O:11]CC)=O)=[CH:7][N:6]=[C:5]2[N:14]([CH2:17][C:18]3[O:22][CH:21]=[CH:20][CH:19]=3)[N:15]=[CH:16][C:4]=12)[NH2:2].C([N:25]1[C:29]2=NC=[C:32](C(OCC)=O)[C:33](NN)=[C:28]2C=N1)C.C(N1N2C3C4C=NNC=4N=CC=3C(=O)N(C3C=CC=CC=3)C2=CC1C)C1OC=CC=1.C(N1C2N=CC3C(=O)NC4N(N=C(C)C=4)C=3C=2C=N1)C>>[CH2:17]([N:14]1[C:5]2[N:6]=[CH:7][C:8]3[C:9](=[O:11])[NH:25][C:29]4[N:1]([N:2]=[C:33]([CH3:32])[CH:28]=4)[C:3]=3[C:4]=2[CH:16]=[N:15]1)[C:18]1[O:22][CH:21]=[CH:20][CH:19]=1. Product: C(C1=CC=CO1)N1N=CC2=C1N=CC=1C(NC=3N(C12)N=C(C3)C)=O (8-furfuryl-2-methyl-4H-pyrazolo[1,5-a]pyrazolo[4',3':5,6]pyrido[3,4-e]pyrimidin-5(8H)-one). The reactants are B, O=C(CBr)c1ccc(OCc2ccccc2)c([N+](=O)[O-])c1, COc1ccc(CC(C)NCc2ccccc2)cc1, NC1c2ccccc2CC1O, B1CCON1. Yields the product O=[N+]([O-])c1cc(C(O)CBr)ccc1OCc1ccccc1. Reaction SMILES: [BH3:41].[Br:1][CH2:2][C:3](=[O:4])[c:5]1[cH:6][c:7]([N+:19](=[O:20])[O-:21])[c:8]([O:11][CH2:12][c:13]2[cH:14][cH:15][cH:16][cH:17][cH:18]2)[cH:9][cH:10]1.[CH3:22][O:23][c:24]1[cH:25][cH:26][c:27]([CH2:28][CH:29]([CH3:30])[NH:31][CH2:32][c:33]2[cH:34][cH:35][cH:36][cH:37][cH:38]2)[cH:39][cH:40]1.[NH2:47][CH:48]1[c:49]2[c:50]([cH:51][cH:52][cH:53][cH:54]2)[CH2:55][CH:56]1[OH:57].[O:42]1[CH2:43][CH2:44][BH:45][NH:46]1>>[Br:1][CH2:2][CH:3]([OH:4])[c:5]1[cH:6][c:7]([N+:19](=[O:20])[O-:21])[c:8]([O:11][CH2:12][c:13]2[cH:14][cH:15][cH:16][cH:17][cH:18]2)[cH:9][cH:10]1.